From a dataset of the Open Reaction Database (ORD), a public repository of structured organic reaction records. describe an organic reaction: reactants, conditions, products, and yield Reactants: C1CCOC1, OCCCl, COC(=O)Cc1cccc(O)c1, c1ccc(P(c2ccccc2)c2ccccc2)cc1. Reaction SMILES: [CH2:36]1[O:37][CH2:38][CH2:39][CH2:40]1.[OH:13][CH2:14][CH2:15][Cl:16].[OH:1][c:2]1[cH:3][c:4]([CH2:8][C:9](=[O:10])[O:11][CH3:12])[cH:5][cH:6][cH:7]1.[c:17]1([P:18]([c:19]2[cH:20][cH:21][cH:22][cH:23][cH:24]2)[c:25]2[cH:26][cH:27][cH:28][cH:29][cH:30]2)[cH:31][cH:32][cH:33][cH:34][cH:35]1>>[O:1]([c:2]1[cH:3][c:4]([CH2:8][C:9](=[O:10])[O:11][CH3:12])[cH:5][cH:6][cH:7]1)[CH2:14][CH2:15][Cl:16]. Product: COC(=O)Cc1cccc(OCCCl)c1. The reactants are C(C)C=1C=C(OC2=CC=C(C=C2)C2=CC=CN3C2=NS(CC3)(=O)=O)C=CC1 (9-[4-(3-ethylphenoxy)phenyl]-3,4-dihydropyrido[2,1-c][1,2,4]thiadiazine 2,2-dioxide). Reagents/catalysts: [Pt](=O)=O (Platinum(IV) oxide). Run in C1CCOC1 (THF), CO (MeOH). Run at temperature 50 celsius, time 4 hour. Yields the product C(C)C=1C=C(OC2=CC=C(C=C2)C2CCCN3C2=NS(CC3)(=O)=O)C=CC1 (9-[4-(3-ethylphenoxy)phenyl]-3,4,6,7,8,9-hexahydropyrido[2,1-c][1,2,4]thiadiazine 2,2-dioxide). The yield is 66.9%. As a reaction SMILES: [CH2:1]([C:3]1[CH:4]=[C:5]([CH:25]=[CH:26][CH:27]=1)[O:6][C:7]1[CH:12]=[CH:11][C:10]([C:13]2[C:18]3=[N:19][S:20](=[O:24])(=[O:23])[CH2:21][CH2:22][N:17]3[CH:16]=[CH:15][CH:14]=2)=[CH:9][CH:8]=1)[CH3:2]>C1COCC1.CO.[Pt](=O)=O>[CH2:1]([C:3]1[CH:4]=[C:5]([CH:25]=[CH:26][CH:27]=1)[O:6][C:7]1[CH:8]=[CH:9][C:10]([CH:13]2[C:18]3=[N:19][S:20](=[O:23])(=[O:24])[CH2:21][CH2:22][N:17]3[CH2:16][CH2:15][CH2:14]2)=[CH:11][CH:12]=1)[CH3:2]. Reported procedure: Platinum(IV) oxide (30 mg) was added to a solution of 9-[4-(3-ethylphenoxy)phenyl]-3,4-dihydropyrido[2,1-c][1,2,4]thiadiazine 2,2-dioxide (247 mg) in THF (dry) (20 mL) and MeOH (20 mL). The mixture was stirred at 50° C. under hydrogen for 40 min and at room temperature under hydrogen for 4 h. Activated carbon was added and the insoluble solid was removed by filtration through NH-silica gel/Celite pad (eluted with EtOAc) and the filtrate was concentrated in vacuo. The residue was crystallized fro... Starting materials: C(C)(C)(C)OC([C@@H]([C@H](C(=O)O)OC(C)=O)OC(C)=O)=O ((R,R)-2,3-bis(acetyloxy)-butanedioic acid mono tert-butyl ester), C(C)(C)(C)C1=CC=C(NCCCl)C=C1 (4-tert-butyl-N-(2-chloroethyl)aniline), Cl.C(C)N=C=NCCCN(C)C (1-ethyl-3-(3′-dimethylaminopropyl)carbodiimide hydrochloride), O (water). Run in C(Cl)Cl (CH2Cl2). Run at time 5 hour. Yields the product C(C)(=O)O[C@@H](C(=O)OC(C)(C)C)[C@H](C(=O)N(C1=CC=C(C=C1)C(C)(C)C)CCCl)OC(C)=O (tert-butyl (2R,3R)-2,3-diacetyloxy-4-[4-tert-butyl-N-(2-chloroethyl)anilino]-4-oxobutanoate). Yield: 105.3%. As a reaction SMILES: [C:1]([O:5][C:6](=[O:20])[C@H:7]([O:16][C:17](=[O:19])[CH3:18])[C@@H:8]([O:12][C:13](=[O:15])[CH3:14])[C:9]([OH:11])=O)([CH3:4])([CH3:3])[CH3:2].[C:21]([C:25]1[CH:34]=[CH:33][C:28]([NH:29][CH2:30][CH2:31][Cl:32])=[CH:27][CH:26]=1)([CH3:24])([CH3:23])[CH3:22].Cl.C(N=C=NCCCN(C)C)C.O>C(Cl)Cl>[C:17]([O:16][C@H:7]([C@@H:8]([O:12][C:13](=[O:15])[CH3:14])[C:9]([N:29]([CH2:30][CH2:31][Cl:32])[C:28]1[CH:27]=[CH:26][C:25]([C:21]([CH3:24])([CH3:22])[CH3:23])=[CH:34][CH:33]=1)=[O:11])[C:6]([O:5][C:1]([CH3:2])([CH3:3])[CH3:4])=[O:20])(=[O:19])[CH3:18] |f:2.3|. Reported procedure: To a solution of (R,R)-2,3-bis(acetyloxy)-butanedioic acid mono tert-butyl ester (9 g: Tetrahedron, 45, 3071-3080, 1989) in CH2Cl2 (90 mL), were added compound 11-1 (6.6 g) and 1-ethyl-3-(3′-dimethylaminopropyl)carbodiimide hydrochloride at 0° C. The reaction mixture was stirred for 5 hours at room temperature. Then water was added into the mixture and it was extracted with CH2Cl2. The organic layer was washed with brine, dried with anhyd. Na2SO4. The solvent was removed under reduced pressure t... Solvent: [OH-].[Na+] (sodium hydroxide). The yield is 74.0%. The product is OC1=CC=C(C=C1)C(C(O)C1=CC=C(C=C1)O)O (1,2-bis(4-hydroxyphenyl)-ethane-1,2-diol). The reactants are silicone, OC1=CC=C(C=O)C=C1 (4-hydroxybenzaldehyde), calomel. Reaction conditions: temperature 45 celsius. Procedure: The electrolysis cell was charged with 400 grams (3.28 moles) of 4-hydroxybenzaldehyde and 3500 milliliters 2.0 molar aqueous sodium hydroxide. The mixture was warmed on a stirrer-hotplate to about 45° C to effect complete dissolution. Then a small amount of Union Carbide SAG 470 silicone antifoam agent was added. The electrolysis was conducted at a constant current of 25 amperes and a temperature range between about 44° C and about 49° C over an 8-hour period. The cathode potential was -2.0 to ... RXN SMILES: [OH:1][C:2]1[CH:9]=[CH:8][C:5]([CH:6]=[O:7])=[CH:4][CH:3]=1>[OH-].[Na+]>[OH:1][C:2]1[CH:9]=[CH:8][C:5]([CH:6]([OH:7])[CH:6]([C:5]2[CH:8]=[CH:9][C:2]([OH:1])=[CH:3][CH:4]=2)[OH:7])=[CH:4][CH:3]=1 |f:1.2|. Reactants: OS(=O)(=O)O (H2SO4), C[Mg]Br (Methylmagnesium bromide), C(C)(=O)C=1C=CC(=C(C(=O)NC=2C=NC=CC2)C1)OCC1=CC=CC=C1 (5-Acetyl-2-[(phenylmethyl)oxy]-N-3-pyridinylbenzamide), C[Mg]Br (methylmagnesium bromide), C(=O)(O)[O-].[Na+] (NaHCO3). Solvent: C(C)(=O)OCC (ethyl acetate), O1CCCC1 (tetrahydrofuran). Reaction conditions: time 45 minute. Yields the product OC(C)(C)C=1C=CC(=C(C(=O)NC=2C=NC=CC2)C1)OCC1=CC=CC=C1 (5-(1-Hydroxy-1-methylethyl)-2-[(phenylmethyl)oxy]-N-3-pyridinylbenzamide). RXN SMILES: C[Mg]Br.[C:4]([C:7]1[CH:8]=[CH:9][C:10]([O:22][CH2:23][C:24]2[CH:29]=[CH:28][CH:27]=[CH:26][CH:25]=2)=[C:11]([CH:21]=1)[C:12]([NH:14][C:15]1[CH:16]=[N:17][CH:18]=[CH:19][CH:20]=1)=[O:13])(=[O:6])[CH3:5].OS(O)(=O)=O.[C:35]([O-])(O)=O.[Na+]>O1CCCC1.C(OCC)(=O)C>[OH:6][C:4]([C:7]1[CH:8]=[CH:9][C:10]([O:22][CH2:23][C:24]2[CH:29]=[CH:28][CH:27]=[CH:26][CH:25]=2)=[C:11]([CH:21]=1)[C:12]([NH:14][C:15]1[CH:16]=[N:17][CH:18]=[CH:19][CH:20]=1)=[O:13])([CH3:35])[CH3:5] |f:3.4|. Reported procedure: 3M Methylmagnesium bromide (0.10 ml, 0.29 mmol) was added to a solution of 5-acetyl-2-[(phenylmethyl)oxy]-N-3-pyridinylbenzamide (may be prepared as described in Example 72; 100 mg, 0.29 mmol) in tetrahydrofuran (3 ml) at 0° C. The solution was stirred for 45 minutes. Another 3 equivalents of 3M methylmagnesium bromide (300 ul) were added at 0° C. and solution was stirred for 18 hours. 1N H2SO4 (5 ml) was then added, the mixture was stirred for 3 minutes, then ethyl acetate (10 ml) was added. Th... Reactants: [Br-], C1CCOC1, C[Mg+], COc1ccc(-n2nc(CCC(C)=O)cc2-c2ccc(Cl)cc2)cc1. Product: COc1ccc(-n2nc(CCC(C)(C)O)cc2-c2ccc(Cl)cc2)cc1. Reaction SMILES: [Br-:1].[CH2:29]1[O:30][CH2:31][CH2:32][CH2:33]1.[CH3:2][Mg+:3].[Cl:4][c:5]1[cH:6][cH:7][c:8](-[c:11]2[cH:12][c:13]([CH2:24][CH2:25][C:26]([CH3:27])=[O:28])[n:14][n:15]2-[c:16]2[cH:17][cH:18][c:19]([O:22][CH3:23])[cH:20][cH:21]2)[cH:9][cH:10]1>>[CH3:2][C:26]([CH2:25][CH2:24][c:13]1[cH:12][c:11](-[c:8]2[cH:7][cH:6][c:5]([Cl:4])[cH:10][cH:9]2)[n:15](-[c:16]2[cH:17][cH:18][c:19]([O:22][CH3:23])[cH:20][cH:21]2)[n:14]1)([CH3:27])[OH:28]. The reactants are C(=O)(OCC)C=1NC2=CC=CC=C2C1CC(=O)OCC (Ethyl 2-Carboethoxy-3-indoleacetate), C([O-])([O-])=O.[K+].[K+] (potassium carbonate), S(=O)(=O)(OC)OC (dimethyl sulfate). Solvent: C(C)#N (acetonitrile). Yields the product C(=O)(OCC)C=1N(C2=CC=CC=C2C1CC(=O)OCC)C (Ethyl 2-Carboethoxy-1-methyl-3-indoleacetate). As a reaction SMILES: [C:1]([C:6]1[NH:7][C:8]2[C:13]([C:14]=1[CH2:15][C:16]([O:18][CH2:19][CH3:20])=[O:17])=[CH:12][CH:11]=[CH:10][CH:9]=2)([O:3][CH2:4][CH3:5])=[O:2].[C:21](=O)([O-])[O-].[K+].[K+].S(OC)(OC)(=O)=O>C(#N)C>[C:1]([C:6]1[N:7]([CH3:21])[C:8]2[C:13]([C:14]=1[CH2:15][C:16]([O:18][CH2:19][CH3:20])=[O:17])=[CH:12][CH:11]=[CH:10][CH:9]=2)([O:3][CH2:4][CH3:5])=[O:2] |f:1.2.3|. Procedure details: Ethyl 2-Carboethoxy-3-indoleacetate (1 gm) in acetonitrile (50 ml) was combined with potassium carbonate (2 gm) and dimethyl sulfate (0.38 ml). The mixture was heated to reflux for 20 hours, filtered warm, and the solvent removed on the rotary evaporator. The residue was suspended in ether (150 ml) and the mixture washed with 5% hydrochloric acid (3×50 ml), 5% sodium bicarbonate (3×50 ml) and water (3×50 ml). The ether solution was dried over magnesium sulfate and the solvent removed on a rotary...